From a dataset of the Open Reaction Database (ORD), a public repository of structured organic reaction records. describe an organic reaction: reactants, conditions, products, and yield The reactants are FC1=CC=C(C=C1)N1N=CC2=CC(=CC=C12)O[C@@H]([C@@H](N)C)C1=CC=CC=C1 ((αS,βR)-β-{[1-(4-Fluorophenyl)-1H-indazole-5-yl]oxy}-α-methylbenzeneethanamine), O1C(=CC=C1)CN=C=O (furylmethylisocyanate). Solvent: ClCCl (dichloromethane). Reaction conditions: time 45 minute. The product is FC1=CC=C(C=C1)N1N=CC2=CC(=CC=C12)O[C@@H]([C@H](C)NC(=O)NCC=1OC=CC1)C1=CC=CC=C1 (1-{(1S,2R)-2-{[1-(4-Fluorophenyl)-1H-indazole-5-yl]oxy}-1-methyl-2-phenylethyl}-3-(2-furylmethyl)urea). Yield: 85.7%. As a reaction SMILES: [F:1][C:2]1[CH:7]=[CH:6][C:5]([N:8]2[C:16]3[C:11](=[CH:12][C:13]([O:17][C@H:18]([C:22]4[CH:27]=[CH:26][CH:25]=[CH:24][CH:23]=4)[C@H:19]([CH3:21])[NH2:20])=[CH:14][CH:15]=3)[CH:10]=[N:9]2)=[CH:4][CH:3]=1.[O:28]1[CH:32]=[CH:31][CH:30]=[C:29]1[CH2:33][N:34]=[C:35]=[O:36]>ClCCl>[F:1][C:2]1[CH:3]=[CH:4][C:5]([N:8]2[C:16]3[C:11](=[CH:12][C:13]([O:17][C@H:18]([C:22]4[CH:23]=[CH:24][CH:25]=[CH:26][CH:27]=4)[C@@H:19]([NH:20][C:35]([NH:34][CH2:33][C:29]4[O:28][CH:32]=[CH:31][CH:30]=4)=[O:36])[CH3:21])=[CH:14][CH:15]=3)[CH:10]=[N:9]2)=[CH:6][CH:7]=1. Procedure: (αS,βR)-β-{[1-(4-Fluorophenyl)-1H-indazole-5-yl]oxy}-α-methylbenzeneethanamine (100 mg, 0.28 mmol), as described in Example 1, is dissolved in 1.77 mL dichloromethane and furylmethylisocyanate (34.1 mg, 0.28 mmol) is dropwise added. After stirring for 45 min at r.t. the solvent is removed and the residue purified by chromatography (silicagel, eluents: hexane/ethylacetate). 116.2 mg (86.7%) of the title compound are obtained. Starting materials: BrCc1ccc2ccccc2c1, CCCCC(C)c1cc(O)c2c(c1)OC(C)(C)C=C2c1ccncc1, CC(C)=O. Product: [Br-], CCCCC(C)c1cc(O)c2c(c1)OC(C)(C)C=C2c1cc[n+](Cc2ccc3ccccc3c2)cc1. Reaction SMILES: [Br:26][CH2:27][c:28]1[cH:29][c:30]2[cH:31][cH:32][cH:33][cH:34][c:35]2[cH:36][cH:37]1.[CH3:1][CH:2]([CH2:3][CH2:4][CH2:5][CH3:6])[c:7]1[cH:8][c:9]([OH:25])[c:10]2[c:15]([cH:16]1)[O:14][C:13]([CH3:17])([CH3:18])[CH:12]=[C:11]2[c:19]1[cH:20][cH:21][n:22][cH:23][cH:24]1.[CH3:38][C:39](=[O:40])[CH3:41]>>[Br-:26].[CH3:1][CH:2]([CH2:3][CH2:4][CH2:5][CH3:6])[c:7]1[cH:8][c:9]([OH:25])[c:10]2[c:15]([cH:16]1)[O:14][C:13]([CH3:17])([CH3:18])[CH:12]=[C:11]2[c:19]1[cH:20][cH:21][n+:22]([CH2:27][c:28]2[cH:29][c:30]3[cH:31][cH:32][cH:33][cH:34][c:35]3[cH:36][cH:37]2)[cH:23][cH:24]1.